Dataset: the Open Reaction Database (ORD), a public repository of structured organic reaction records. Task: describe an organic reaction: reactants, conditions, products, and yield Reactants: N (ammonia), ClC1=NC=2N(C(=C1C=1SC=CC1C)NC(C(C)C)C)N=CC2C(=O)Cl (5-chloro-7-(1,2-dimethylpropylamino)-6-(3-methylthiophen-2-yl)pyrazolo[1,5-α]pyrimidine-3-carbonyl chloride), C(C)(=O)OCC (ethyl acetate). Reported procedure: At room temperature, 15 ml of concentrated aqueous ammonia were added to 4.0 g (10 mmol) of 5-chloro-7-(1,2-dimethylpropylamino)-6-(3-methylthiophen-2-yl)pyrazolo[1,5-α]pyrimidine-3-carbonyl chloride in 30 ml of tetrahydrofuran. The mixture was stirred at 22° C. for 16 hours, and 50 ml of ethyl acetate were then added. The organic phase was separated off, dried over sodium sulphate and concentrated under reduced pressure. This gave 3.0 g of 5-chloro-7-(1,2-dimethyl-propylamino)-6-(3-methylthioph... Reaction conditions: temperature 22 celsius, time 16 hour. The solvent is O1CCCC1 (tetrahydrofuran). Reaction SMILES: [NH3:1].[Cl:2][C:3]1[C:8]([C:9]2[S:10][CH:11]=[CH:12][C:13]=2[CH3:14])=[C:7]([NH:15][CH:16]([CH3:20])[CH:17]([CH3:19])[CH3:18])[N:6]2[N:21]=[CH:22][C:23]([C:24](Cl)=[O:25])=[C:5]2[N:4]=1.C(OCC)(=O)C>O1CCCC1>[Cl:2][C:3]1[C:8]([C:9]2[S:10][CH:11]=[CH:12][C:13]=2[CH3:14])=[C:7]([NH:15][CH:16]([CH3:20])[CH:17]([CH3:19])[CH3:18])[N:6]2[N:21]=[CH:22][C:23]([C:24]([NH2:1])=[O:25])=[C:5]2[N:4]=1. The product is ClC1=NC=2N(C(=C1C=1SC=CC1C)NC(C(C)C)C)N=CC2C(=O)N (5-chloro-7-(1,2-dimethylpropylamino)-6-(3-methylthiophen-2-yl)pyrazolo[1,5-α]pyrimidine-3-carboxamide). Reactants: O=C([O-])[O-], CI, [K+], [K+], O, CC(C)(C)OC(=O)N1CCN(C(=O)C(c2ccc(O)c(OC(F)(F)F)c2)C2(O)CCCCC2)CC1. Product: COc1ccc(C(C(=O)N2CCN(C(=O)OC(C)(C)C)CC2)C2(O)CCCCC2)cc1OC(F)(F)F. Reaction SMILES: [C:38](=[O:39])([O-:40])[O-:41].[I:36][CH3:37].[K+:42].[K+:43].[OH2:44].[OH:1][C:2]1([CH:8]([C:9](=[O:10])[N:11]2[CH2:12][CH2:13][N:14]([C:17](=[O:18])[O:19][C:20]([CH3:21])([CH3:22])[CH3:23])[CH2:15][CH2:16]2)[c:24]2[cH:25][c:26]([O:31][C:32]([F:33])([F:34])[F:35])[c:27]([OH:30])[cH:28][cH:29]2)[CH2:3][CH2:4][CH2:5][CH2:6][CH2:7]1>>[OH:1][C:2]1([CH:8]([C:9](=[O:10])[N:11]2[CH2:12][CH2:13][N:14]([C:17](=[O:18])[O:19][C:20]([CH3:21])([CH3:22])[CH3:23])[CH2:15][CH2:16]2)[c:24]2[cH:25][c:26]([O:31][C:32]([F:33])([F:34])[F:35])[c:27]([O:30][CH3:38])[cH:28][cH:29]2)[CH2:3][CH2:4][CH2:5][CH2:6][CH2:7]1. The product is CC(C(=O)NCc1cc(F)cc(C(F)(F)F)c1)c1cccc2cnccc12. Starting materials: CS(C)=O, NCc1cc(F)cc(C(F)(F)F)c1, CC(C(=O)O)c1cccc2cnccc12, O=C(O)Cc1cccc2cnccc12. RXN SMILES: [CH3:43][S:44]([CH3:45])=[O:46].[F:1][c:2]1[cH:3][c:4]([CH2:5][NH2:6])[cH:7][c:8]([C:10]([F:11])([F:12])[F:13])[cH:9]1.[cH:14]1[n:15][cH:16][cH:17][c:18]2[c:19]([CH:24]([C:25](=[O:26])[OH:27])[CH3:28])[cH:20][cH:21][cH:22][c:23]12.[cH:29]1[c:30]2[c:31]([c:32]([CH2:33][C:34]([OH:35])=[O:36])[cH:37][cH:38][cH:39]2)[cH:40][cH:41][n:42]1>>[F:1][c:2]1[cH:3][c:4]([CH2:5][NH:6][C:25]([CH:24]([c:19]2[c:18]3[cH:17][cH:16][n:15][cH:14][c:23]3[cH:22][cH:21][cH:20]2)[CH3:28])=[O:26])[cH:7][c:8]([C:10]([F:11])([F:12])[F:13])[cH:9]1. The reactants are CC(=O)O, O=S(=O)(Nc1ncc(Cl)nc1OCc1cccc(COC2CCCCO2)c1)c1cccc(Cl)c1Cl, O. Yields the product O=S(=O)(Nc1ncc(Cl)nc1OCc1cccc(CO)c1)c1cccc(Cl)c1Cl. Reaction SMILES: [CH3:36][C:37](=[O:38])[OH:39].[Cl:1][c:2]1[c:3]([S:9](=[O:10])(=[O:11])[NH:12][c:13]2[n:14][cH:15][c:16]([Cl:35])[n:17][c:18]2[O:19][CH2:20][c:21]2[cH:22][c:23]([CH2:27][O:28][CH:29]3[CH2:30][CH2:31][CH2:32][CH2:33][O:34]3)[cH:24][cH:25][cH:26]2)[cH:4][cH:5][cH:6][c:7]1[Cl:8].[OH2:40]>>[Cl:1][c:2]1[c:3]([S:9](=[O:10])(=[O:11])[NH:12][c:13]2[n:14][cH:15][c:16]([Cl:35])[n:17][c:18]2[O:19][CH2:20][c:21]2[cH:22][c:23]([CH2:27][OH:28])[cH:24][cH:25][cH:26]2)[cH:4][cH:5][cH:6][c:7]1[Cl:8]. Starting materials: CCOP(=O)(COc1ccc(Br)cc1[N+](=O)[O-])OCC, C=C[Sn](CCCC)(CCCC)CCCC, [Cl-], [Cl-], CN(C)C=O, [Pd+2], c1ccc(P(c2ccccc2)c2ccccc2)cc1, c1ccc(P(c2ccccc2)c2ccccc2)cc1. Product: C=Cc1ccc(OCP(=O)(OCC)OCC)c([N+](=O)[O-])c1. As a reaction SMILES: [CH2:1]([CH3:2])[O:3][P:4](=[O:5])([O:6][CH2:7][CH3:8])[CH2:9][O:10][c:11]1[c:12]([N+:18](=[O:19])[O-:20])[cH:13][c:14]([Br:17])[cH:15][cH:16]1.[CH2:21]([CH2:22][CH2:34][CH3:35])[Sn:23]([CH2:24][CH2:25][CH2:26][CH3:27])([CH2:28][CH2:29][CH2:30][CH3:31])[CH:32]=[CH2:33].[Cl-:41].[Cl-:42].[O:36]=[CH:37][N:38]([CH3:39])[CH3:40].[Pd+2:81].[c:43]1([P:44]([c:45]2[cH:46][cH:47][cH:48][cH:49][cH:50]2)[c:51]2[cH:52][cH:53][cH:54][cH:55][cH:56]2)[cH:57][cH:58][cH:59][cH:60][cH:61]1.[c:62]1([P:63]([c:64]2[cH:65][cH:66][cH:67][cH:68][cH:69]2)[c:70]2[cH:71][cH:72][cH:73][cH:74][cH:75]2)[cH:76][cH:77][cH:78][cH:79][cH:80]1>>[CH2:1]([CH3:2])[O:3][P:4](=[O:5])([O:6][CH2:7][CH3:8])[CH2:9][O:10][c:11]1[c:12]([N+:18](=[O:19])[O-:20])[cH:13][c:14]([CH:21]=[CH2:22])[cH:15][cH:16]1. Starting materials: BrC1=CC2=C(S(C3=C2C=CC=C3)=O)C=C1 (2-bromodibenzothiophene-5-oxide), cuprous bromide, [OH-].[NH4+] (ammonium hydroxide). The product is NC1=CC2=C(S(C3=C2C=CC=C3)=O)C=C1 (2-aminodibenzothiophene-5-oxide). Reaction SMILES: Br[C:2]1[CH:15]=[CH:14][C:5]2[S:6](=[O:13])[C:7]3[CH:12]=[CH:11][CH:10]=[CH:9][C:8]=3[C:4]=2[CH:3]=1.[OH-].[NH4+:17]>>[NH2:17][C:2]1[CH:15]=[CH:14][C:5]2[S:6](=[O:13])[C:7]3[CH:12]=[CH:11][CH:10]=[CH:9][C:8]=3[C:4]=2[CH:3]=1 |f:1.2|. Procedure details: A mixture of 150 g. of crude 2-bromodibenzothiophene-5-oxide, 160 g. of cuprous bromide and 1700 ml. of ammonium hydroxide is heated at 200° C. in a pressure reactor for about 12 hours. The mixture is then filtered, and the residue is washed with water, then heated in methanol and filtered hot. The product is recrystallized by cooling and separated by filtration to give 2-aminodibenzothiophene-5-oxide, m.p. 169°-172° C. Starting materials: IC1=CC=2C(NN=CC=3C2C1=CN(N3)[C@H]3[C@](O)([C@H](O)[C@H](O3)CO)C)=O (9-iodo-2-(2′-methyl-β-D-ribofuranosyl)-2,6-dihydro-2,3,5,6-tetraaza-benzo[cd]azulen-7-one), C(#N)[Cu] (CuCN). The solvent is CN(C)C=O (DMF). Run at temperature 65 celsius, time 8 hour. Yields the product C(#N)C1=CC=2C(NN=CC=3C2C1=CN(N3)[C@H]3[C@](O)([C@H](O)[C@H](O3)CO)C)=O (9-cyano-2-(2′-methyl-β-D-ribofuranosyl)-2,6-dihydro-2,3,5,6-tetraaza-benzo[cd]azulen-7-one). Reaction SMILES: I[C:2]1[C:11]2=[CH:12][N:13]([C@@H:15]3[O:21][C@H:20]([CH2:22][OH:23])[C@@H:18]([OH:19])[C@@:16]3([CH3:24])[OH:17])[N:14]=[C:9]3[C:10]2=[C:4]([C:5](=[O:25])[NH:6][N:7]=[CH:8]3)[CH:3]=1.[C:26]([Cu])#[N:27]>CN(C=O)C>[C:26]([C:2]1[C:11]2=[CH:12][N:13]([C@@H:15]3[O:21][C@H:20]([CH2:22][OH:23])[C@@H:18]([OH:19])[C@@:16]3([CH3:24])[OH:17])[N:14]=[C:9]3[C:10]2=[C:4]([C:5](=[O:25])[NH:6][N:7]=[CH:8]3)[CH:3]=1)#[N:27]. Reported procedure: To a solution of the title product from Example 19 in DMF is added CuCN/Bu4NCN and the mixture is stirred at 65° C. overnight to form the title compound. Reactants: [BH4-].[Na+] (NaBH4), C(C)(C)(C)C1=CC=C(C=C1)N1C(C2=C(C=CC=C2C1(C)O)[N+](=O)[O-])=O (2-(4-tert-butyl-phenyl)-3-hydroxy-3-methyl-7-nitro-2,3-dihydro-isoindol-1-one), NiCl2.6H2O. The solvent is CO (MeOH). Conditions: time 30 minute. Product: NC=1C=CC=C2C(N(C(C12)=O)C1=CC=C(C=C1)C(C)(C)C)(C)O (7-amino-2-(4-tert-butyl-phenyl)-3-hydroxy-3-methyl-2,3-dihydro-isoindol-1-one). RXN SMILES: [BH4-].[Na+].[C:3]([C:7]1[CH:12]=[CH:11][C:10]([N:13]2[C:21]([OH:23])([CH3:22])[C:20]3[C:15](=[C:16]([N+:24]([O-])=O)[CH:17]=[CH:18][CH:19]=3)[C:14]2=[O:27])=[CH:9][CH:8]=1)([CH3:6])([CH3:5])[CH3:4]>CO>[NH2:24][C:16]1[CH:17]=[CH:18][CH:19]=[C:20]2[C:15]=1[C:14](=[O:27])[N:13]([C:10]1[CH:11]=[CH:12][C:7]([C:3]([CH3:5])([CH3:4])[CH3:6])=[CH:8][CH:9]=1)[C:21]2([OH:23])[CH3:22] |f:0.1|. Procedure: NaBH4 (0.091 g, 2.36 mmol) was added in small portions to the mixture of 2-(4-tert-butyl-phenyl)-3-hydroxy-3-methyl-7-nitro-2,3-dihydro-isoindol-1-one (0.20 g, 0.59 mmol, Step H) and NiCl2.6H2O (0.28 g, 1.18 mmol) in 10 mL of MeOH at 0° C. over 30 min. The mixture was stirred at RT for 30 min, filtered through Celite®, and condensed. The titled compound was obtained as a white solid after flash column chromatography (0 to 25% of EtOAc in CH2Cl2). MS (ES+): 311.1 (M+H)+. Calc'd for C19H22N2O2-310...